Dataset: the Open Reaction Database (ORD), a public repository of structured organic reaction records. Task: describe an organic reaction: reactants, conditions, products, and yield The reactants are O=C(O)c1cc(F)c(F)c(OC(F)F)c1F, O=S(Cl)Cl, c1ccccc1. Product: O=C(Cl)c1cc(F)c(F)c(OC(F)F)c1F. RXN SMILES: [F:5][CH:6]([O:7][c:8]1[c:9]([F:19])[c:10]([C:11](=[O:12])[OH:13])[cH:14][c:15]([F:18])[c:16]1[F:17])[F:20].[S:1]([Cl:2])([Cl:3])=[O:4].[cH:21]1[cH:22][cH:23][cH:24][cH:25][cH:26]1>>[Cl:3][C:11]([c:10]1[c:9]([F:19])[c:8]([O:7][CH:6]([F:5])[F:20])[c:16]([F:17])[c:15]([F:18])[cH:14]1)=[O:12]. Reactants: B, C1CCOC1, CSC, CC(C)(C)OC(=O)N1CCC2(CCNC(=O)CO2)CC1. The product is CC(C)(C)OC(=O)N1CCC2(CCNCCO2)CC1. RXN SMILES: [BH3:4].[CH2:25]1[O:26][CH2:27][CH2:28][CH2:29]1.[CH3:1][S:2][CH3:3].[O:5]=[C:6]1[CH2:7][O:8][C:9]2([CH2:10][CH2:11][N:12]([C:15](=[O:16])[O:17][C:18]([CH3:19])([CH3:20])[CH3:21])[CH2:13][CH2:14]2)[CH2:22][CH2:23][NH:24]1>>[CH2:6]1[CH2:7][O:8][C:9]2([CH2:10][CH2:11][N:12]([C:15](=[O:16])[O:17][C:18]([CH3:19])([CH3:20])[CH3:21])[CH2:13][CH2:14]2)[CH2:22][CH2:23][NH:24]1. Reactants: [OH-].[Na+] (NaOH), ( 9 ), ( 9 ), [C@@H]1([C@H](O)[C@H](O)[C@@H](CO)O1)N1C=NC=2C(O)=NC=NC12 (inosine), ( 8 ), P(=O)([O-])(O)O.[K+] (monopotassium phosphate). Run in reaction mixture. The product is [C@@H]1([C@H](O)[C@H](O)[C@@H](CO)O1)N1C=NC=2C(O)=NC=NC12 (inosine), C1=NC(=O)C2=C(N1)N(C=N2)[C@H]3[C@@H]([C@@H]([C@H](O3)COP(=O)(O)O)O)O (5'-IMP). As a reaction SMILES: [C@@H:1]1([N:10]2[C:19]3[N:18]=[CH:17][N:16]=[C:14]([OH:15])[C:13]=3[N:12]=[CH:11]2)[O:9][C@H:6]([CH2:7][OH:8])[C@@H:4]([OH:5])[C@H:2]1[OH:3].[OH-].[Na+].[P:22]([OH:26])([OH:25])([O-:24])=[O:23].[K+]>>[C@@H:1]1([N:10]2[C:19]3[N:18]=[CH:17][N:16]=[C:14]([OH:15])[C:13]=3[N:12]=[CH:11]2)[O:9][C@H:6]([CH2:7][OH:8])[C@@H:4]([OH:5])[C@H:2]1[OH:3].[CH:17]1[NH:18][C:19]2[N:10]([C@@H:1]3[O:9][C@H:6]([CH2:7][O:23][P:22]([OH:26])([OH:25])=[O:24])[C@@H:4]([OH:5])[C@H:2]3[OH:3])[CH:11]=[N:12][C:13]=2[C:14](=[O:15])[N:16]=1 |f:1.2,3.4|. Procedure details: After completion of fermentation, about 30 g/l of inosine was accumulated in the medium obained in (8) above. As indicated in Table 9, 20 ml of a reaction mixture containing this medium was prepared. In a manner similar to (9), while keeping at 32° C. with vigorously stirring and also keeping pH at 7.2 with 4N NaOH, a reaction was carried out for 13 hours. During the course of reaction, monopotassium phosphate was added as in (9). From 23.5 g/l of initial inosine, 46 g/l of 5'-IMP was produced a... The reactants are [Cl-].NC1=[N+](C=CC=N1)CSC1=C(C=CC=C1)Br (2-amino-1-[[(o-bromophenyl)-thio]methyl]pyrimidinium chloride), C([O-])([O-])=O.[K+].[K+] (potassium carbonate). The reagents and catalysts are [Cu] (copper bronze). Solvent: C(CC)O (n-propanol). Product: N1=CC=CN2CSC3=C(N=C21)C=CC=C3 (6H-Pyrimido[1,2-c][1,3,5]benzothiadiazepine). Yield: 110.3%. RXN SMILES: [Cl-].[NH2:2][C:3]1[N:8]=[CH:7][CH:6]=[CH:5][N+:4]=1[CH2:9][S:10][C:11]1[CH:16]=[CH:15][CH:14]=[CH:13][C:12]=1Br.C(=O)([O-])[O-].[K+].[K+]>[Cu].C(O)CC>[N:8]1[C:3]2[N:4]([CH2:9][S:10][C:11]3[CH:16]=[CH:15][CH:14]=[CH:13][C:12]=3[N:2]=2)[CH:5]=[CH:6][CH:7]=1 |f:0.1,2.3.4|. Procedure details: A mixture of 33.2 g of 2-amino-1-[[(o-bromophenyl)-thio]methyl]pyrimidinium chloride, 27.7 g of anhydrous potassium carbonate, 0.8 g of copper bronze, and 750 ml of n-propanol is heated and stirred, under reflux, for 6 days, filtered hot, and the filtrate concentrated to dryness in vacuo. The residue is dissolved in 600 ml of ether, and the ether solution is washed, dried, decolorized with Darco, and concentrated to give about 23.7 g of a yellow solid. Recrystallization from cyclohexane-benzene ... Reactants: CCO, CCOC(=O)CCCC1CCN(CCOC(c2ccc(F)cc2)c2ccc(F)cc2)CC1, [Na+], [OH-]. The product is O=C(O)CCCC1CCN(CCOC(c2ccc(F)cc2)c2ccc(F)cc2)CC1. As a reaction SMILES: [CH3:35][CH2:36][OH:37].[F:1][c:2]1[cH:3][cH:4][c:5]([CH:8]([O:9][CH2:10][CH2:11][N:12]2[CH2:13][CH2:14][CH:15]([CH2:18][CH2:19][CH2:20][C:21](=[O:22])[O:23][CH2:24][CH3:25])[CH2:16][CH2:17]2)[c:26]2[cH:27][cH:28][c:29]([F:32])[cH:30][cH:31]2)[cH:6][cH:7]1.[Na+:34].[OH-:33]>>[F:1][c:2]1[cH:3][cH:4][c:5]([CH:8]([O:9][CH2:10][CH2:11][N:12]2[CH2:13][CH2:14][CH:15]([CH2:18][CH2:19][CH2:20][C:21](=[O:22])[OH:23])[CH2:16][CH2:17]2)[c:26]2[cH:27][cH:28][c:29]([F:32])[cH:30][cH:31]2)[cH:6][cH:7]1.